describe an organic reaction: reactants, conditions, products, and yield From a dataset of the Open Reaction Database (ORD), a public repository of structured organic reaction records. Reactants: C(C)(C)(C)OC(CN(C1CC2=CC=CC=C2C1)C([C@H](C(C)C)NC(C1=CC=CC=C1)=O)=O)=O (((2(S)-Benzoylamino-3-methylbutyryl)indan-2-ylamino)acetic Acid t-Butyl Ester), C(=O)(C(F)(F)F)O (TFA). Solvent: C(Cl)Cl (CH2Cl2). Conditions: time 1 hour. Yields the product C(C1=CC=CC=C1)(=O)N[C@H](C(=O)N(C1CC2=CC=CC=C2C1)CC(=O)O)C(C)C (((2(S)-Benzoylamino-3-methylbutyryl)indan-2-ylamino)acetic Acid). Reaction SMILES: C([O:5][C:6](=[O:33])[CH2:7][N:8]([C:18](=[O:32])[C@@H:19]([NH:23][C:24](=[O:31])[C:25]1[CH:30]=[CH:29][CH:28]=[CH:27][CH:26]=1)[CH:20]([CH3:22])[CH3:21])[CH:9]1[CH2:17][C:16]2[C:11](=[CH:12][CH:13]=[CH:14][CH:15]=2)[CH2:10]1)(C)(C)C.C(O)(C(F)(F)F)=O>C(Cl)Cl>[C:24]([NH:23][C@@H:19]([CH:20]([CH3:22])[CH3:21])[C:18]([N:8]([CH2:7][C:6]([OH:33])=[O:5])[CH:9]1[CH2:10][C:11]2[C:16](=[CH:15][CH:14]=[CH:13][CH:12]=2)[CH2:17]1)=[O:32])(=[O:31])[C:25]1[CH:30]=[CH:29][CH:28]=[CH:27][CH:26]=1. Reported procedure: To a solution of compound 723 (240 mg, 0.53 mmol) in CH2Cl2 (4.0 mL) was added TFA (2.0 mL) and the reaction stirred at rt for 1 hr. The reaction was concentrated in vacuo and the residue co-concentrated with toluene. The material was used directly in the next reaction without further purification. ##STR103## Reactants: Cl.C(C)(=O)OCC (Hydrochloric acid ethyl acetate), O1CCN(CC1)CCCN(C=O)OCCC1N(CCCC1)C(CCCCCCCCCCCCCCCCC)=O (N-(3-morpholinopropyl)-[2-(1-octadecanoyl-2-piperidyl)ethoxy]formamide). Solvent: C(C)(=O)OCC (ethyl acetate). Conditions: time 15 minute. Yields the product Cl.O1CCN(CC1)CCCN(C=O)OCCC1N(CCCC1)C(CCCCCCCCCCCCCCCCC)=O (N-(3-Morpholinopropyl)-[2-(1-octadecanoyl-2-piperidyl)ethoxy]formamide hydrochloride). As a reaction SMILES: [ClH:1].C(OCC)(=O)C.[O:8]1[CH2:13][CH2:12][N:11]([CH2:14][CH2:15][CH2:16][N:17]([O:20][CH2:21][CH2:22][CH:23]2[CH2:28][CH2:27][CH2:26][CH2:25][N:24]2[C:29](=[O:47])[CH2:30][CH2:31][CH2:32][CH2:33][CH2:34][CH2:35][CH2:36][CH2:37][CH2:38][CH2:39][CH2:40][CH2:41][CH2:42][CH2:43][CH2:44][CH2:45][CH3:46])[CH:18]=[O:19])[CH2:10][CH2:9]1>C(OCC)(=O)C>[ClH:1].[O:8]1[CH2:13][CH2:12][N:11]([CH2:14][CH2:15][CH2:16][N:17]([O:20][CH2:21][CH2:22][CH:23]2[CH2:28][CH2:27][CH2:26][CH2:25][N:24]2[C:29](=[O:47])[CH2:30][CH2:31][CH2:32][CH2:33][CH2:34][CH2:35][CH2:36][CH2:37][CH2:38][CH2:39][CH2:40][CH2:41][CH2:42][CH2:43][CH2:44][CH2:45][CH3:46])[CH:18]=[O:19])[CH2:10][CH2:9]1 |f:0.1,4.5|. Reported procedure: 4N Hydrochloric acid/ethyl acetate solution (0.26 ml) was added to a solution of N-(3-morpholinopropyl)-[2-(1-octadecanoyl-2-piperidyl)ethoxy]formamide (0.500 g) in ethyl acetate (5 ml). After being stirred for 15 minutes at room temperature, the reaction mixture was concentrated, thereby yielding the entitled compound (0.532 g) as white solid. The reactants are C=Cc1ccccc1, CCO[SiH](OCC)OCC, CC(=O)O, Cc1ccccc1, [Pt]. Product: CCO[Si](CCc1ccccc1)(OCC)OCC. RXN SMILES: [CH2:1]=[CH:2][c:3]1[cH:4][cH:5][cH:6][cH:7][cH:8]1.[CH2:9]([CH3:10])[O:11][SiH:12]([O:13][CH2:14][CH3:15])[O:16][CH2:17][CH3:18].[CH3:19][C:20](=[O:21])[OH:22].[CH3:24][c:25]1[cH:26][cH:27][cH:28][cH:29][cH:30]1.[Pt:23]>>[CH2:1]([CH2:2][c:3]1[cH:4][cH:5][cH:6][cH:7][cH:8]1)[Si:12]([O:11][CH2:9][CH3:10])([O:13][CH2:14][CH3:15])[O:16][CH2:17][CH3:18]. Starting materials: C=C1CCC2(OCCO2)CC1 (8-Methylene-1,4-dioxaspiro[4.5]decane), ClC=1C=C(C=CC1)C#CC1=NOC2(C1)CCC(CC2)=O (3-[(3-Chlorophenyl)ethynyl]-1-oxa-2-azaspiro[4.5]dec-2-en-8-one). Yields the product ClC=1C=C(C=CC1)C#CC1=NOC2(C1)CCC(CC2)=C (3-[(3-Chlorophenyl)ethynyl]-8-methylene-1-oxa-2-azaspiro[4.5]dec-2-ene). Reaction SMILES: [CH2:1]=[C:2]1[CH2:11][CH2:10][C:5]2([O:9]CCO2)[CH2:4][CH2:3]1.[Cl:12][C:13]1[CH:14]=[C:15]([C:19]#[C:20][C:21]2[CH2:25]C3(CCC(=O)CC3)O[N:22]=2)[CH:16]=[CH:17][CH:18]=1>>[Cl:12][C:13]1[CH:14]=[C:15]([C:19]#[C:20][C:21]2[CH2:25][C:5]3([CH2:4][CH2:3][C:2](=[CH2:1])[CH2:11][CH2:10]3)[O:9][N:22]=2)[CH:16]=[CH:17][CH:18]=1. Procedure details: The title compound was synthesized using the same methodology described for Compound 31a, but starting from the compound of Example 32 instead of 1,4-dioxaspiro[4.5]decan-8-one. After the usual work-up procedure, the residue was purified by means of automated flash chromatography (Horizon®TM-Biotage; gradient Petroleum Ether-Acetone EtOAc from 95:5 to 9:1) to give the title compound as a grey solid. Yield: 67.3% The reactants are COCCCCC=CB(O)O, COCCOC, [K+], [K+], CN1C(=O)C(c2ccc(OC(F)F)cc2)(c2cccc(Br)c2)N=C1N, O=C([O-])[O-], O. Product: COCCCCC=Cc1cccc(C2(c3ccc(OC(F)F)cc3)N=C(N)N(C)C2=O)c1. As a reaction SMILES: [CH3:26][O:27][CH2:28][CH2:29][CH2:30][CH2:31][CH:32]=[CH:33][B:34]([OH:35])[OH:36].[CH3:43][O:44][CH2:45][CH2:46][O:47][CH3:48].[K+:37].[K+:38].[NH2:1][C:2]1=[N:3][C:4]([c:9]2[cH:10][cH:11][c:12]([O:15][CH:16]([F:17])[F:18])[cH:13][cH:14]2)([c:19]2[cH:20][c:21]([Br:25])[cH:22][cH:23][cH:24]2)[C:5](=[O:8])[N:6]1[CH3:7].[O-:39][C:40]([O-:41])=[O:42].[OH2:49]>>[NH2:1][C:2]1=[N:3][C:4]([c:9]2[cH:10][cH:11][c:12]([O:15][CH:16]([F:17])[F:18])[cH:13][cH:14]2)([c:19]2[cH:20][c:21]([CH:33]=[CH:32][CH2:31][CH2:30][CH2:29][CH2:28][O:27][CH3:26])[cH:22][cH:23][cH:24]2)[C:5](=[O:8])[N:6]1[CH3:7].